Dataset: the Open Reaction Database (ORD), a public repository of structured organic reaction records. Task: describe an organic reaction: reactants, conditions, products, and yield Starting materials: Cl.N1(CCCCC1)CCCOC1=CC=C(C(=O)O)C=C1 (4-(3-Piperidin-1-ylpropoxy)benzoic acid hydrochloride), FC=1C=C2C=C(NC2=CC1)C (5-fluoro-2-methyl-indole), Example 5 ( E5 ). Yields the product Cl.FC=1C=C2C=C(N(C2=CC1)C(C1=CC=C(C=C1)OCCCN1CCCCC1)=O)C (5-Fluoro-2-methyl-N-[4-(3-piperidin-1-ylpropoxy)benzoyl]-indole hydrochloride). Reaction SMILES: [ClH:1].[N:2]1([CH2:8][CH2:9][CH2:10][O:11][C:12]2[CH:20]=[CH:19][C:15]([C:16]([OH:18])=O)=[CH:14][CH:13]=2)[CH2:7][CH2:6][CH2:5][CH2:4][CH2:3]1.[F:21][C:22]1[CH:23]=[C:24]2[C:28](=[CH:29][CH:30]=1)[NH:27][C:26]([CH3:31])=[CH:25]2>>[ClH:1].[F:21][C:22]1[CH:23]=[C:24]2[C:28](=[CH:29][CH:30]=1)[N:27]([C:16](=[O:18])[C:15]1[CH:14]=[CH:13][C:12]([O:11][CH2:10][CH2:9][CH2:8][N:2]3[CH2:3][CH2:4][CH2:5][CH2:6][CH2:7]3)=[CH:20][CH:19]=1)[C:26]([CH3:31])=[CH:25]2 |f:0.1,3.4|. Procedure: The title compound (E6) was prepared from 4-(3-piperidin-1-ylpropoxy)benzoic acid hydrochloride (D2) and 5-fluoro-2-methyl-indole using the method described in Example 5 (E5). Starting materials: CO, C[Si](C)(C)Cl, [I-], [N-]=[N+]=NCCNc1nonc1-c1noc(=O)n1-c1ccc(F)c(Br)c1, [Na+], [Na+], [Na+], O, O=S([O-])([O-])=S. The product is I, NCCNc1nonc1-c1noc(=O)n1-c1ccc(F)c(Br)c1. Reaction SMILES: [CH3:40][OH:41].[Cl:28][Si:29]([CH3:30])([CH3:31])[CH3:32].[I-:27].[N:1](=[N+:2]=[N-:3])[CH2:4][CH2:5][NH:6][c:7]1[c:8](-[c:12]2[n:13][o:14][c:15](=[O:25])[n:16]2-[c:17]2[cH:18][c:19]([Br:24])[c:20]([F:23])[cH:21][cH:22]2)[n:9][o:10][n:11]1.[Na+:26].[Na+:38].[Na+:39].[OH2:42].[S:33]([O-:34])([O-:35])(=[O:36])=[S:37]>>[IH:27].[NH2:1][CH2:4][CH2:5][NH:6][c:7]1[c:8](-[c:12]2[n:13][o:14][c:15](=[O:25])[n:16]2-[c:17]2[cH:18][c:19]([Br:24])[c:20]([F:23])[cH:21][cH:22]2)[n:9][o:10][n:11]1. Reactants: N1=C(C=NC=C1)C1=CC(SS1)=O (5-(pyrazin-2-yl)-1,2-dithiole-3-one), P12(=S)SP3(=S)SP(=S)(S1)SP(=S)(S2)S3 (phosphorus pentasulphide). The solvent is O1CCOCC1 (dioxan), C(C)#N (acetonitrile), C(C)#N (acetonitrile), O1CCOCC1 (dioxan). Conditions: temperature 100 celsius. The product is N1=C(C=NC=C1)C1=CC(SS1)=S (5-(Pyrazin-2-yl)-1,2-dithiole-3-thione). Yield: 170.2%. Reaction SMILES: [N:1]1[CH:6]=[CH:5][N:4]=[CH:3][C:2]=1[C:7]1[S:11][S:10][C:9](=O)[CH:8]=1.P12(SP3(SP(SP(S3)(S1)=S)(=S)S2)=S)=[S:14]>O1CCOCC1.C(#N)C>[N:1]1[CH:6]=[CH:5][N:4]=[CH:3][C:2]=1[C:7]1[S:11][S:10][C:9](=[S:14])[CH:8]=1. Procedure: A mixture of 5-(pyrazin-2-yl)-1,2-dithiole-3-one (2 g.) and phosphorus pentasulphide (2.3 g.) in dioxan (35 cc.) is heated for 15 minutes at 100° C., whilst stirring. The red suspension obtained is diluted whilst hot with acetonitrile (35 cc.). The solution is decanted and the precipitate obtained is taken up with a hot mixture (2 × 50 cc.) of dioxan and acetonitrile (50:50 by volume). The combined organic phases are filtered hot, diluted with distilled water (250 cc.), and the requisite amount ... Starting materials: C([O-])(O)=O.[Na+] (sodium bicarbonate), C1(=CC=CC=C1)S (thiophenol), [OH-].[Na+] (sodium hydroxide), 1-[(4-methylphenyl)sulfonyl]-3-piperidinemethanol ester, CC1=CC=C(C=C1)S(=O)(=O)O (4-methylbenzenesulfonic acid), OCC1CNCCC1 (3-(hydroxymethyl)piperidine). Run in CN(C=O)C (dimethylformamide), CN(C=O)C (dimethylformamide). Reaction conditions: temperature 80 celsius, time 12 hour. Yields the product CC1=CC=C(C=C1)S(=O)(=O)N1CC(CCC1)CSC1=CC=CC=C1 (1-[(4-Methylphenyl)sulfonyl]-3-[(phenylthio)methyl]piperidine). Reaction SMILES: C(=O)(O)[O-].[Na+].[C:6]1([SH:12])[CH:11]=[CH:10][CH:9]=[CH:8][CH:7]=1.[CH3:13][C:14]1[CH:19]=[CH:18][C:17]([S:20]([OH:23])(=[O:22])=O)=[CH:16][CH:15]=1.[OH-].[Na+].O[CH2:27][CH:28]1[CH2:33][CH2:32][CH2:31][NH:30][CH2:29]1>CN(C)C=O>[CH3:13][C:14]1[CH:15]=[CH:16][C:17]([S:20]([N:30]2[CH2:31][CH2:32][CH2:33][CH:28]([CH2:27][S:12][C:6]3[CH:11]=[CH:10][CH:9]=[CH:8][CH:7]=3)[CH2:29]2)(=[O:22])=[O:23])=[CH:18][CH:19]=1 |f:0.1,4.5|. Procedure details: To a mixture of 130 g (1.23 mole) of sodium bicarbonate and 145 g (1.32 mole) of thiophenol in 1.5 liters of dimethylformamide (which had stirred at room temperature for about 1 hr) was added 1-[(4-methylphenyl)sulfonyl]-3-piperidinemethanol ester with 4-methylbenzenesulfonic acid (the oil produced in Preparation 23) in 500 ml of dimethylformamide. The mixture was stirred at 80° C. for 12 hours and then at room temperature for 48 hr. One liter of dilute sodium hydroxide was added and the mixture... Reactants: ClC1=CC=C(C=C1)C=1N=C2N(C=CC(=C2)C)C1CC(=O)O (2-(4-chlorophenyl)-7-methylimidazo[1,2-a]pyridine-3-acetic acid), N1=C(C=CC=C1)CNCCOC (N-(2-pyridinylmethyl)-2-methoxyethylamine). The product is Cl.COCCN(C(CC1=C(N=C2N1C=CC(=C2)C)C2=CC=C(C=C2)Cl)=O)CC2=NC=CC=C2 (N-(2-methoxyethyl)-N-(2-pyridinylmethyl)-2-(4-chlorophenyl)-7-methylimidazo[1,2-a]pyridine-3-acetamide.hydrochloride). The yield is 46.0%. As a reaction SMILES: [Cl:1][C:2]1[CH:7]=[CH:6][C:5]([C:8]2[N:9]=[C:10]3[CH:15]=[C:14]([CH3:16])[CH:13]=[CH:12][N:11]3[C:17]=2[CH2:18][C:19](O)=[O:20])=[CH:4][CH:3]=1.[N:22]1[CH:27]=[CH:26][CH:25]=[CH:24][C:23]=1[CH2:28][NH:29][CH2:30][CH2:31][O:32][CH3:33]>>[ClH:1].[CH3:33][O:32][CH2:31][CH2:30][N:29]([CH2:28][C:23]1[CH:24]=[CH:25][CH:26]=[CH:27][N:22]=1)[C:19](=[O:20])[CH2:18][C:17]1[N:11]2[CH:12]=[CH:13][C:14]([CH3:16])=[CH:15][C:10]2=[N:9][C:8]=1[C:5]1[CH:4]=[CH:3][C:2]([Cl:1])=[CH:7][CH:6]=1 |f:2.3|. Reported procedure: According to the method of Example 14, 2-(4-chlorophenyl)-7-methylimidazo[1,2-a]pyridine-3-acetic acid and N-(2-pyridinylmethyl)-2-methoxyethylamine were used as raw materials for synthesis, white solid powder, yield 46.0%. m.p. 238-239° C., ESI-MS m/z: 450[M+H]+, 1H NMR(D2O, 400 MHz)δ: 2.37(s, 2.5H), 2.39(s, 0.5H), 3.10(s, 0.5H), 3.14(s, 2.5H), 3.52(t, 2H, J=4.76 Hz) 3.74(t, 2H, J=4.76 Hz), 4.15(s, 0.4H), 4.41(s, 1.6H), 4.76(s, 1.6H), 4.85(s, 0.4H), 7.15-7.23(m, 1H), 7.30-7.47(m, 4H), 7.50(s, 1... Starting materials: ClCCl (dichloromethane), BrCCCCN1N=C(C=CC1=O)C (2-(4-bromobutyl)-6-methyl-3(2H)-pyridazinone), C1(=CC=CC2=CC=CC=C12)N1CCNCC1 (1-naphthylpiperazine), C(=O)([O-])[O-].[K+].[K+] (K2CO3). Solvent: C(C)#N (acetonitrile), O (water). Conditions: time 48 hour. The product is C1(=CC=CC2=CC=CC=C12)N1CCN(CC1)CCCCN1N=C(C=CC1=O)C (2-[4-(4-naphthylpiperazine-1-yl)-butyl]-6-methyl-3(2H)-pyridazinone). The yield is 79.7%. RXN SMILES: Br[CH2:2][CH2:3][CH2:4][CH2:5][N:6]1[C:11](=[O:12])[CH:10]=[CH:9][C:8]([CH3:13])=[N:7]1.[C:14]1([N:24]2[CH2:29][CH2:28][NH:27][CH2:26][CH2:25]2)[C:23]2[C:18](=[CH:19][CH:20]=[CH:21][CH:22]=2)[CH:17]=[CH:16][CH:15]=1.C([O-])([O-])=O.[K+].[K+].ClCCl>C(#N)C.O>[C:14]1([N:24]2[CH2:29][CH2:28][N:27]([CH2:2][CH2:3][CH2:4][CH2:5][N:6]3[C:11](=[O:12])[CH:10]=[CH:9][C:8]([CH3:13])=[N:7]3)[CH2:26][CH2:25]2)[C:23]2[C:18](=[CH:19][CH:20]=[CH:21][CH:22]=2)[CH:17]=[CH:16][CH:15]=1 |f:2.3.4|. Procedure details: A mixture of 2-(4-bromobutyl)-6-methyl-3(2H)-pyridazinone (2.3 g, 9.5 mmol), 1-naphthylpiperazine (1.7 g, 8 mmol), K2CO3 (1.12 g, 8 mmol), and KI (10 mg) in acetonitrile (50 mL) was stirred at room temperature for 48 hours. Thereafter, the solvent was eliminated at reduced pressure and the residue distributed between dichloromethane and water; the aqueous phase was extracted with dichloromethane (twice). The organic extracts were collected, dried over anhydrous Na2SO4 and concentrated to dryness...